Dataset: the Open Reaction Database (ORD), a public repository of structured organic reaction records. Task: describe an organic reaction: reactants, conditions, products, and yield Starting materials: ClC1=NC(=NC(=N1)Cl)OCC(F)(F)F (2,4-dichloro-6-(2,2,2-trifluoroethoxy)-1,3,5-triazine), NC1=CC(=C(C(=O)OC)C=C1)OCCCCl (methyl 4-amino-2-(3-chloropropoxy)benzoate). Run in C(Cl)Cl (DCM), O (water), C1CCOC1 (THF). Run at time 16 hour. The product is ClC1=NC(=NC(=N1)OCC(F)(F)F)NC1=CC(=C(C(=O)OC)C=C1)OCCCCl (methyl 4-(4-chloro-6-(2,2,2-trifluoroethoxy)-1,3,5-triazin-2-ylamino)-2-(3-chloropropoxy)benzoate). As a reaction SMILES: Cl[C:2]1[N:7]=[C:6]([Cl:8])[N:5]=[C:4]([O:9][CH2:10][C:11]([F:14])([F:13])[F:12])[N:3]=1.[NH2:15][C:16]1[CH:25]=[CH:24][C:19]([C:20]([O:22][CH3:23])=[O:21])=[C:18]([O:26][CH2:27][CH2:28][CH2:29][Cl:30])[CH:17]=1>C1COCC1.C(Cl)Cl.O>[Cl:8][C:6]1[N:5]=[C:4]([O:9][CH2:10][C:11]([F:14])([F:13])[F:12])[N:3]=[C:2]([NH:15][C:16]2[CH:25]=[CH:24][C:19]([C:20]([O:22][CH3:23])=[O:21])=[C:18]([O:26][CH2:27][CH2:28][CH2:29][Cl:30])[CH:17]=2)[N:7]=1. Procedure details: To a solution of 2,4-dichloro-6-(2,2,2-trifluoroethoxy)-1,3,5-triazine (770 mg, 2.79 mmol) in THF (10 mL) was added methyl 4-amino-2-(3-chloropropoxy)benzoate (681 mg, 2.79 mmol) and Hunig'sBase (1.464 mL, 8.38 mmol). The resulting mixture was stirred for 16 h. The reaction was diluted with DCM and water. The organic layer was collected and dried over sodium sulfate, and concentrated under vacuum. The crude product was purified by silica gel chromatography using 20-40% EtOAc/Hexanes. The product...